This data is from the Open Reaction Database (ORD), a public repository of structured organic reaction records. The task is: describe an organic reaction: reactants, conditions, products, and yield Reactants: Intermediate ( 6g ), C1(=CC=CC=C1)[C@H](C)N1N=CC(=C1)C(=O)O (1-((S)-1-Phenyl-ethyl)-1H-pyrazole-4-carboxylic acid), S(=O)(Cl)Cl (thionyl chloride). Run in C1(=CC=CC=C1)C (toluene). Run at temperature 90 celsius, time 3 hour. Yields the product intermediate ( 6h ), C1(=CC=CC=C1)[C@H](C)N1N=CC(=C1)C(=O)Cl (1-((S)-1-Phenyl-ethyl)-1H-pyrazole-4-carbonyl chloride). As a reaction SMILES: [C:1]1([C@@H:7]([N:9]2[CH:13]=[C:12]([C:14]([OH:16])=O)[CH:11]=[N:10]2)[CH3:8])[CH:6]=[CH:5][CH:4]=[CH:3][CH:2]=1.S(Cl)([Cl:19])=O>C1(C)C=CC=CC=1>[C:1]1([C@@H:7]([N:9]2[CH:13]=[C:12]([C:14]([Cl:19])=[O:16])[CH:11]=[N:10]2)[CH3:8])[CH:6]=[CH:5][CH:4]=[CH:3][CH:2]=1. Procedure: Intermediate (6g), 1-((S)-1-Phenyl-ethyl)-1H-pyrazole-4-carboxylic acid (0.5 g, 2.31 mmol) was stirred in toluene (20 mL) at RT and thionyl chloride (0.34 mL, 4.62 mmol) was added. The reaction mixture was slowly heated to 90° C. and heating continued for 3 hrs. After cooling the reaction was concentrated in vacuo. Toluene was added to the residue and concentrated in vacuo. This was repeated a further three times and the title compound, intermediate (6h), 1-((S)-1-Phenyl-ethyl)-1H-pyrazole-4-car... Reported procedure: To a solution of (3aS,4S,6R,6aR)-6-(6-chloro-purin-9-yl)-2,2-dimethyl-tetrahydro-furo[3,4-d][1,3]dioxole-4-carboxylic acid (10 g) in dimethylformamide (200 ml) was added 1-hydroxybenzotriazole (3.96 g) and 1-(3-dimethylaminopropyl)-3-ethyl-carbodiimide hydrochloride (5.62 g). t-Butylacetamidoxime (3.40 g) in dimethylformamide (30 ml) was added and the mixture was stirred at 20° C. for 24 h under nitrogen. The mixture was then heated at 70° C. for a further 36 h. The resulting mixture was then co... Reaction SMILES: Cl[C:2]1[N:10]=[CH:9][N:8]=[C:7]2[C:3]=1[N:4]=[CH:5][N:6]2[C@H:11]1[C@@H:15]2[O:16][C:17]([CH3:20])([CH3:19])[O:18][C@@H:14]2[C@@H:13]([C:21](O)=[O:22])[O:12]1.[OH:24][N:25]1[C:29]2[CH:30]=[CH:31][CH:32]=[CH:33][C:28]=2[N:27]=[N:26]1.Cl.C[N:36](C)CCCN=C=NCC.[C:46](CC(=NO)N)([CH3:49])([CH3:48])[CH3:47].C(=O)(O)[O-].[Na+].C[N:61]([CH3:64])C=O>>[C:46]([C:64]1[N:61]=[C:21]([C@@H:13]2[C@@H:14]3[O:18][C:17]([CH3:19])([CH3:20])[O:16][C@H:15]3[C@H:11]([N:6]3[CH:5]=[N:4][C:3]4[C:7]3=[N:8][CH:9]=[N:10][C:2]=4[O:24][N:25]3[C:29]4[CH:30]=[CH:31][CH:32]=[CH:33][C:28]=4[N:27]=[N:26]3)[O:12]2)[O:22][N:36]=1)([CH3:49])([CH3:48])[CH3:47] |f:2.3,5.6|. Product: C(C)(C)(C)C1=NOC(=N1)[C@H]1O[C@H]([C@H]2[C@H]1OC(O2)(C)C)N2C1=NC=NC(=C1N=C2)ON2N=NC1=C2C=CC=C1 (9-{(3aR,4R,6S,6a R)-6-[3-(tert-butyl)-1,2,4-oxadiazol-5-yl]-2,2-dimethyltetrahydrofuro[3,4-d][1,3]dioxol-4-yl}-6-(1H-1,2,3-benzotriazol-1-yloxy)-9H-purine). Reactants: ClC1=C2N=CN(C2=NC=N1)[C@@H]1O[C@@H]([C@@H]2[C@H]1OC(O2)(C)C)C(=O)O ((3aS,4S,6R,6aR)-6-(6-chloro-purin-9-yl)-2,2-dimethyl-tetrahydro-furo[3,4-d][1,3]dioxole-4-carboxylic acid), ON1N=NC2=C1C=CC=C2 (1-hydroxybenzotriazole), Cl.CN(CCCN=C=NCC)C (1-(3-dimethylaminopropyl)-3-ethyl-carbodiimide hydrochloride), CN(C=O)C (dimethylformamide), C(C)(C)(C)CC(N)=NO (t-Butylacetamidoxime), CN(C=O)C (dimethylformamide), C([O-])(O)=O.[Na+] (sodium bicarbonate). Conditions: temperature 20 celsius, time 24 hour. Starting materials: [Cl-].[NH4+] (Ammonium chloride), BrC1=CC(=CC(=C1)[N+](=O)[O-])[N+](=O)[O-] (1-bromo-3,5-dinitrobenzene). Reagents/catalysts: [Fe] (iron). The solvent is C(C)O.O (ethanol water). Run at temperature 80 celsius, time 1 hour. Yields the product BrC=1C=C(C=C(C1)N)N (5-bromobenzene-1,3-diamine). Yield: 38.1%. RXN SMILES: [Cl-].[NH4+].[Br:3][C:4]1[CH:9]=[C:8]([N+:10]([O-])=O)[CH:7]=[C:6]([N+:13]([O-])=O)[CH:5]=1>C(O)C.O.[Fe]>[Br:3][C:4]1[CH:5]=[C:6]([NH2:13])[CH:7]=[C:8]([NH2:10])[CH:9]=1 |f:0.1,3.4|. Procedure: Ammonium chloride (5.20 g, 97 mmol) was added to a stirred, cooled (room temperature) mixture of 1-bromo-3,5-dinitrobenzene (20 g, 81 mmol) and iron (54.3 g, 972 mmol) in ethanol:water (2:1) and the mixture was stirred at 80° C. for 1 h. The heterogeneous reaction was filtered on celite while hot, concentrated, and diluted with brine. The product was extracted with ethyl acetate, the organic layer washed with brine and dried over Na2SO4. The residue was dissolved in boiling ethyl acetate (˜75 mL... Reactants: CC#N, O=C(O)c1cn(C2CC2)c2nc(F)c(F)cc2c1=O, CCC1CNCCC1N. The product is CCC1CN(c2nc3c(cc2F)c(=O)c(C(=O)O)cn3C2CC2)CCC1N. RXN SMILES: [CH3:29][C:30]#[N:31].[CH:1]1([n:4]2[cH:5][c:6]([C:17](=[O:18])[OH:19])[c:7](=[O:16])[c:8]3[cH:9][c:10]([F:15])[c:11]([F:14])[n:12][c:13]23)[CH2:2][CH2:3]1.[NH2:20][CH:21]1[CH:22]([CH2:27][CH3:28])[CH2:23][NH:24][CH2:25][CH2:26]1>>[CH:1]1([n:4]2[cH:5][c:6]([C:17](=[O:18])[OH:19])[c:7](=[O:16])[c:8]3[cH:9][c:10]([F:15])[c:11]([N:24]4[CH2:23][CH:22]([CH2:27][CH3:28])[CH:21]([NH2:20])[CH2:26][CH2:25]4)[n:12][c:13]23)[CH2:2][CH2:3]1. The reactants are C=CCOP(=O)(OCC=C)OCc1c(Cl)cccc1C(=O)O, CN(C)C=O, O=C(Cl)C(=O)Cl, ClCCl. Yields the product C=CCOP(=O)(OCC=C)OCc1c(Cl)cccc1C(=O)Cl. As a reaction SMILES: [CH2:1]([CH:2]=[CH2:3])[O:4][P:5](=[O:6])([O:7][CH2:8][CH:9]=[CH2:10])[O:11][CH2:12][c:13]1[c:14]([C:15](=[O:16])[OH:17])[cH:18][cH:19][cH:20][c:21]1[Cl:22].[CH3:23][N:24]([CH3:25])[CH:26]=[O:27].[Cl:28][C:29]([C:30]([Cl:31])=[O:32])=[O:33].[Cl:34][CH2:35][Cl:36]>>[CH2:1]([CH:2]=[CH2:3])[O:4][P:5](=[O:6])([O:7][CH2:8][CH:9]=[CH2:10])[O:11][CH2:12][c:13]1[c:14]([C:15](=[O:16])[Cl:28])[cH:18][cH:19][cH:20][c:21]1[Cl:22].